Dataset: the Open Reaction Database (ORD), a public repository of structured organic reaction records. Task: describe an organic reaction: reactants, conditions, products, and yield Starting materials: CSC=1NC(C(=CN1)C(=O)OCC)=O (Ethyl 1,6-dihydro-2-methylthio-6-oxo-5-pyrimidinecarboxylate), C(C)OC1=C(N)C=CC=C1 (2-ethoxyaniline). The solvent is C(C)O (ethanol). Reaction conditions: time 48 hour. Product: C(C)OC1=C(NC=2NC(C(=CN2)C(=O)OCC)=O)C=CC=C1 (ethyl 1,6-dihydro-2-(2-ethoxyanilino)-6-oxo-5-pyrimidinecarboxylate). The yield is 66.2%. RXN SMILES: CS[C:3]1[NH:4][C:5](=[O:14])[C:6]([C:9]([O:11][CH2:12][CH3:13])=[O:10])=[CH:7][N:8]=1.[CH2:15]([O:17][C:18]1[CH:24]=[CH:23][CH:22]=[CH:21][C:19]=1[NH2:20])[CH3:16]>C(O)C>[CH2:15]([O:17][C:18]1[CH:24]=[CH:23][CH:22]=[CH:21][C:19]=1[NH:20][C:3]1[NH:4][C:5](=[O:14])[C:6]([C:9]([O:11][CH2:12][CH3:13])=[O:10])=[CH:7][N:8]=1)[CH3:16]. Reported procedure: Ethyl 1,6-dihydro-2-methylthio-6-oxo-5-pyrimidinecarboxylate (8 g) and 2-ethoxyaniline (6.1 g) are added to ethanol (60 ml), and the mixture is refluxed with stirring for 48 hours. After cooling, the precipitate is collected by filtration, washed with ethanol and recrystallized from a mixture of DMF and water to give ethyl 1,6-dihydro-2-(2-ethoxyanilino)-6-oxo-5-pyrimidinecarboxylate (7.5 g). M.p. 220°-221° C. Reactants: CCOc1ccc(CO)cc1, C1CCOC1, CC(C)OC(=O)N=NC(=O)OC(C)C, COC(=O)C1=Cc2cc(O)ccc2CCC1, c1ccc(P(c2ccccc2)c2ccccc2)cc1. The product is CCOc1ccc(COc2ccc3c(c2)C=C(C(=O)OC)CCC3)cc1. As a reaction SMILES: [CH2:20]([CH3:21])[O:22][c:23]1[cH:24][cH:25][c:26]([CH2:27][OH:28])[cH:29][cH:30]1.[CH2:61]1[O:62][CH2:63][CH2:64][CH2:65]1.[O:47]=[C:48]([O:49][CH:50]([CH3:51])[CH3:52])[N:53]=[N:54][C:55]([O:56][CH:57]([CH3:58])[CH3:59])=[O:60].[OH:31][c:32]1[cH:33][cH:34][c:35]2[c:36]([cH:46]1)[CH:37]=[C:38]([C:42](=[O:43])[O:44][CH3:45])[CH2:39][CH2:40][CH2:41]2.[c:1]1([P:2]([c:3]2[cH:4][cH:5][cH:6][cH:7][cH:8]2)[c:9]2[cH:10][cH:11][cH:12][cH:13][cH:14]2)[cH:15][cH:16][cH:17][cH:18][cH:19]1>>[CH2:20]([CH3:21])[O:22][c:23]1[cH:24][cH:25][c:26]([CH2:27][O:28][c:32]2[cH:33][cH:34][c:35]3[c:36]([cH:46]2)[CH:37]=[C:38]([C:42](=[O:43])[O:44][CH3:45])[CH2:39][CH2:40][CH2:41]3)[cH:29][cH:30]1. The reactants are Cc1ccccc1, Cl, O=C(O)CCC(=O)c1ccc2c(c1)CCO2, O, [Zn]. Product: O=C(O)CCCc1ccc2c(c1)CCO2. Reaction SMILES: [CH3:18][c:19]1[cH:20][cH:21][cH:22][cH:23][cH:24]1.[ClH:1].[O:2]1[CH2:3][CH2:4][c:5]2[c:6]1[cH:7][cH:8][c:9]([C:11]([CH2:12][CH2:13][C:14](=[O:15])[OH:16])=[O:17])[cH:10]2.[OH2:25].[Zn:26]>>[O:2]1[CH2:3][CH2:4][c:5]2[c:6]1[cH:7][cH:8][c:9]([CH2:11][CH2:12][CH2:13][C:14](=[O:15])[OH:16])[cH:10]2. Starting materials: CC(=O)CC (methyl-ethyl-ketone), C([O-])([O-])=O.[K+].[K+] (potassium carbonate), [I-].[K+] (potassium iodide), C(C)(CC)Br (sec. butyl bromide), OC=1C=C2C(CC(OC2=CC1O)(C)C)=O (6,7-dihydroxy-2,2-dimethyl-4-chromanone). Conditions: time 12 hour. The product is OC=1C=C2C(CC(OC2=CC1OC(C)CC)(C)C)=O (6-hydroxy-7-sec. butoxy-2,2-dimethyl-4-chromanone). Isolated yield 86.0%. As a reaction SMILES: [CH3:1][C:2]([CH2:4][CH3:5])=O.C(=O)([O-])[O-].[K+].[K+].[I-].[K+].C(Br)(CC)C.[OH:19][C:20]1[CH:21]=[C:22]2[C:27](=[CH:28][C:29]=1[OH:30])[O:26][C:25]([CH3:32])([CH3:31])[CH2:24][C:23]2=[O:33]>>[OH:19][C:20]1[CH:21]=[C:22]2[C:27](=[CH:28][C:29]=1[O:30][CH:2]([CH2:4][CH3:5])[CH3:1])[O:26][C:25]([CH3:31])([CH3:32])[CH2:24][C:23]2=[O:33] |f:1.2.3,4.5|. Procedure: In 100 ml of methyl-ethyl-ketone 4.2 g (20 millimoles) of 6,7-dihydroxy-2,2-dimethyl-4-chromanone are dissolved and to the solution thus obtained 4.1 g (30 millimoles) of potassium carbonate, 0.5 g of potassium iodide and 3.3 g (2.6 millimoles, 24 millimoles) of sec. butyl bromide are added under stirring. The reaction mixture is heated to boiling for 12 hours. The reaction mixture is worked up according to Example 17. Thus 4.5 g of the desired compound are obtained, yield 86%, mp.: 114°-116° C. Starting materials: C(C(=O)Cl)(=O)Cl (Oxalyl chloride), CN(C=O)C (Dimethylformamide), NC1=C(CS(=O)(=O)N(C)C)C=CC=C1 (2-aminobenzyl-N,N-dimethylsulfonamide), CN(C)C=O (DMF). Product: CN(C)C=NC1=C(C=CC=C1)CS(=O)(=O)N(C)C (C-[2-(dimethylamino-methyleneamino)-phenyl]-N,N-dimethyl-methanesulfonamide). As a reaction SMILES: C(Cl)(=O)C(Cl)=O.[NH2:7][C:8]1[CH:20]=[CH:19][CH:18]=[CH:17][C:9]=1[CH2:10][S:11]([N:14]([CH3:16])[CH3:15])(=[O:13])=[O:12].[CH3:21][N:22]([CH:24]=O)[CH3:23]>>[CH3:21][N:22]([CH:24]=[N:7][C:8]1[CH:20]=[CH:19][CH:18]=[CH:17][C:9]=1[CH2:10][S:11]([N:14]([CH3:16])[CH3:15])(=[O:13])=[O:12])[CH3:23]. Procedure: Dimethylformamide (20 ml) was cooled under a nitrogen atmosphere to −40° C. in a dry ice-acetonitrile bath. Oxalyl chloride (2 ml) was added dropwise at such a rate as to maintain the temperature below −30° C. Upon completion of the addition, the suspension was allowed to rise to room temperature. After about an hour, 2-aminobenzyl-N,N-dimethylsulfonamide (0.630 g) dissolved in DMF (5 ml) was added with stirring and the reaction mixture was stirred at room temperature for 4 h. The solution was p... Starting materials: [OH-].[Na+] (NaOH), C(CCC)C=1N(C(=CN1)/C(=C(/C(=O)O)\CC1=CC2=C(C=C1)OCO2)/C2=C(C=C(C=C2)OC)OCC(=O)O)OCOC(C)[Si](C)(C)C ((2E)-3(2-n-butyl-1-trimethylsilylethyloxymethoxy-1H-imidazol-5-yl)-3-(2-carboxymethoxy-4-methoxyphenyl)-2-(3,4-methylenedioxybenzyl)prop-2-enoic acid), N1=CC=CC=C1 (pyridine). Solvent: O (water), Cl (HCl), [Cl-].[Na+].O (brine). Yields the product hydrochloride salt, C(CCC)C=1NC(=CN1)/C(=C(/C(=O)O)\CC1=CC2=C(C=C1)OCO2)/C2=C(C=C(C=C2)OC)OCC(=O)O ((2E)-3(2-n-Butyl-1H-imidazol-5-yl)-3-(2-carboxymethoxy-4-methoxyphenyl)-2-(3,4-methylenedioxybenzyl)prop-2-enoic acid). As a reaction SMILES: [CH2:1]([C:5]1[N:6](OCOC([Si](C)(C)C)C)[C:7](/[C:10](/[C:25]2[CH:30]=[CH:29][C:28]([O:31][CH3:32])=[CH:27][C:26]=2[O:33][CH2:34][C:35]([OH:37])=[O:36])=[C:11](\[CH2:15][C:16]2[CH:21]=[CH:20][C:19]3[O:22][CH2:23][O:24][C:18]=3[CH:17]=2)/[C:12]([OH:14])=[O:13])=[CH:8][N:9]=1)[CH2:2][CH2:3][CH3:4].N1C=CC=CC=1.[OH-].[Na+]>O.Cl.[Cl-].[Na+].O>[CH2:1]([C:5]1[NH:6][C:7](/[C:10](/[C:25]2[CH:30]=[CH:29][C:28]([O:31][CH3:32])=[CH:27][C:26]=2[O:33][CH2:34][C:35]([OH:37])=[O:36])=[C:11](\[CH2:15][C:16]2[CH:21]=[CH:20][C:19]3[O:22][CH2:23][O:24][C:18]=3[CH:17]=2)/[C:12]([OH:14])=[O:13])=[CH:8][N:9]=1)[CH2:2][CH2:3][CH3:4] |f:2.3,6.7.8|. Procedure: To a flask containing (2E)-3(2-n-butyl-1-trimethylsilylethyloxymethoxy-1H-imidazol-5-yl)-3-(2-carboxymethoxy-4-methoxyphenyl)-2-(3,4-methylenedioxybenzyl)prop-2-enoic acid (32 mg, 0.05 mmol) was added at 0° HF.pyridine (3 ml) and the reaction stirred for 15 min. The solution was diluted with water (1-2 ml), 3N HCl (1 ml), and brine (2 ml). The pH was raised to 3.5 with addition of 2.5N NaOH and the solution extracted with EtOAc (5x). The EtOAc was removed under reduced pressure and the residue t...